From a dataset of the Open Reaction Database (ORD), a public repository of structured organic reaction records. describe an organic reaction: reactants, conditions, products, and yield The reactants are Cc1cccc(C)c1C(=O)O, CO, CN(C)C=O, CN1CCCC1=O, CCN(C(C)C)C(C)C, ClCCl, NC(Cc1ccc(NC(=O)c2ccnc3ccccc23)cc1)C(=O)O. The product is Cc1cccc(C)c1C(=O)NC(Cc1ccc(NC(=O)c2ccnc3ccccc23)cc1)C(=O)O. RXN SMILES: [CH3:26][c:27]1[c:28]([C:29](=[O:30])[OH:31])[c:32]([CH3:36])[cH:33][cH:34][cH:35]1.[CH3:49][OH:50].[CH3:51][N:52]([CH3:53])[CH:54]=[O:55].[CH3:56][N:57]1[CH2:58][CH2:59][CH2:60][C:61]1=[O:62].[CH:37]([N:38]([CH:39]([CH3:40])[CH3:41])[CH2:42][CH3:43])([CH3:44])[CH3:45].[Cl:46][CH2:47][Cl:48].[n:1]1[cH:2][cH:3][c:4]([C:11](=[O:12])[NH:13][c:14]2[cH:15][cH:16][c:17]([CH2:18][CH:19]([NH2:20])[C:21](=[O:22])[OH:23])[cH:24][cH:25]2)[c:5]2[cH:6][cH:7][cH:8][cH:9][c:10]12>>[n:1]1[cH:2][cH:3][c:4]([C:11](=[O:12])[NH:13][c:14]2[cH:15][cH:16][c:17]([CH2:18][CH:19]([NH:20][C:29]([c:28]3[c:27]([CH3:26])[cH:35][cH:34][cH:33][c:32]3[CH3:36])=[O:30])[C:21](=[O:22])[OH:23])[cH:24][cH:25]2)[c:5]2[cH:6][cH:7][cH:8][cH:9][c:10]12. Starting materials: [Li+].[OH-] (LiOH), COC(C1=C(C=C(C=C1)OC1=CC(=C(C=C1)Cl)C(C(C(F)(F)F)(O)C1=CC(=NC=C1)Cl)C)OC)=O (4-{4-Chloro-3-[2-(2-chloro-pyridin-4-yl)-3,3,3-trifluoro-2-hydroxy-1-methyl-propyl]-phenoxy}-2-methoxy-benzoic acid methyl ester). Solvent: C1CCOC1.CO (THF methanol), 5/1. Run at time 8 hour. Yields the product ClC1=C(C=C(OC2=CC(=C(C(=O)O)C=C2)OC)C=C1)C(C(C(F)(F)F)(O)C1=CC(=NC=C1)Cl)C (4-{4-Chloro-3-[2-(2-chloro-pyridin-4-yl)-3,3,3-trifluoro-2-hydroxy-1-methyl-propyl]-phenoxy}-2-methoxy-benzoic acid), solid. Yield: 63.0%. As a reaction SMILES: C[O:2][C:3](=[O:35])[C:4]1[CH:9]=[CH:8][C:7]([O:10][C:11]2[CH:16]=[CH:15][C:14]([Cl:17])=[C:13]([CH:18]([CH3:32])[C:19]([C:25]3[CH:30]=[CH:29][N:28]=[C:27]([Cl:31])[CH:26]=3)([OH:24])[C:20]([F:23])([F:22])[F:21])[CH:12]=2)=[CH:6][C:5]=1[O:33][CH3:34].[Li+].[OH-]>C1COCC1.CO>[Cl:17][C:14]1[CH:15]=[CH:16][C:11]([O:10][C:7]2[CH:8]=[CH:9][C:4]([C:3]([OH:35])=[O:2])=[C:5]([O:33][CH3:34])[CH:6]=2)=[CH:12][C:13]=1[CH:18]([CH3:32])[C:19]([C:25]1[CH:30]=[CH:29][N:28]=[C:27]([Cl:31])[CH:26]=1)([OH:24])[C:20]([F:23])([F:21])[F:22] |f:1.2,3.4|. Reported procedure: 4-{4-Chloro-3-[2-(2-chloro-pyridin-4-yl)-3,3,3-trifluoro-2-hydroxy-1-methyl-propyl]-phenoxy}-2-methoxy-benzoic acid methyl ester (23 mg, obtained in Example 130, step 8) was dissolved in THF/methanol=5/1 (2.5 mL) followed by the addition of aqueous LiOH solution (1.0M, 0.074 mL). The mixture was stirred overnight at r.t. and then 1 hour at 50° C. The reaction mixture was cooled and evaporated. The residue was poured into water and extracted with ethyl acetate. The aqueous phase was acidified wit... Reactants: CN(C)c1ccncc1, Cc1nc2cc(Cl)c(Cl)cc2[nH]c1=O, O=P(Cl)(Cl)Cl. As a reaction SMILES: [CH3:20][N:21]([CH3:22])[c:23]1[cH:24][cH:25][n:26][cH:27][cH:28]1.[Cl:6][c:7]1[cH:8][c:9]2[n:10][c:11]([CH3:19])[c:12](=[O:18])[nH:13][c:14]2[cH:15][c:16]1[Cl:17].[P:1]([Cl:2])([Cl:3])([Cl:4])=[O:5]>>[Cl:3][c:12]1[c:11]([CH3:19])[n:10][c:9]2[cH:8][c:7]([Cl:6])[c:16]([Cl:17])[cH:15][c:14]2[n:13]1. Product: Cc1nc2cc(Cl)c(Cl)cc2nc1Cl. Reactants: C1(CC1)N(C(C1=CC(=C(C=C1)C1=CN=CO1)F)=O)C1CCNCC1 (N-cyclopropyl-3-fluoro-4-oxazol-5-yl-N-piperidin-4-yl-benzamide), CC1(CO1)C (1,1-dimethyloxirane), Intermediate 2. The product is C1(CC1)N(C(C1=CC(=C(C=C1)C1=CN=CO1)F)=O)C1CCN(CC1)CC(C)(C)O (N-Cyclopropyl-3-fluoro-N-[1-(2-hydroxy-2-methyl-propyl)-piperidin-4-yl]-4-oxazol-5-yl-benzamide). RXN SMILES: [CH:1]1([N:4]([CH:19]2[CH2:24][CH2:23][NH:22][CH2:21][CH2:20]2)[C:5](=[O:18])[C:6]2[CH:11]=[CH:10][C:9]([C:12]3[O:16][CH:15]=[N:14][CH:13]=3)=[C:8]([F:17])[CH:7]=2)[CH2:3][CH2:2]1.[CH3:25][C:26]1([CH3:29])[O:28][CH2:27]1>>[CH:1]1([N:4]([CH:19]2[CH2:24][CH2:23][N:22]([CH2:25][C:26]([OH:28])([CH3:29])[CH3:27])[CH2:21][CH2:20]2)[C:5](=[O:18])[C:6]2[CH:11]=[CH:10][C:9]([C:12]3[O:16][CH:15]=[N:14][CH:13]=3)=[C:8]([F:17])[CH:7]=2)[CH2:2][CH2:3]1. Procedure: The title compound is prepared from N-cyclopropyl-3-fluoro-4-oxazol-5-yl-N-piperidin-4-yl-benzamide and 1,1-dimethyloxirane following a procedure analogous to that described for Intermediate 2. LC (method 2): tR=0.98 min; Mass spectrum (ESI+): m/z=402 [M+H]+.